Dataset: the Open Reaction Database (ORD), a public repository of structured organic reaction records. Task: describe an organic reaction: reactants, conditions, products, and yield The reactants are ClC1=C(C=C(C=C1)O)[N+](=O)[O-] (4-chloro-3-nitrophenol), C(C)I (ethyl iodide), C([O-])([O-])=O.[K+].[K+] (potassium carbonate), O (water). The solvent is CC(=O)C (acetone). Run at temperature 50 celsius, time 5 hour. The product is ClC1=C(C=C(C=C1)OCC)[N+](=O)[O-] (1-Chloro-4-ethoxy-2-nitrobenzene). The yield is 94.6%. As a reaction SMILES: [Cl:1][C:2]1[CH:7]=[CH:6][C:5]([OH:8])=[CH:4][C:3]=1[N+:9]([O-:11])=[O:10].[CH2:12](I)[CH3:13].C(=O)([O-])[O-].[K+].[K+].O>CC(C)=O>[Cl:1][C:2]1[CH:7]=[CH:6][C:5]([O:8][CH2:12][CH3:13])=[CH:4][C:3]=1[N+:9]([O-:11])=[O:10] |f:2.3.4|. Reported procedure: To a solution of 4-chloro-3-nitrophenol (5.21 g, 30 mmol) in acetone (60 ml) were added ethyl iodide (5.94 g, 38 mmol) and potassium carbonate (4.53 g, 33 mmol), followed by stirring at 50° C. for 5 hours. After allowing to stand overnight, the reaction solution was poured into water and extracted with ethyl acetate. The organic layer was washed with water and a saturated aqueous sodium chloride solution and dried, and the solvent was evaporated under reduced pressure. The residue was purified b... The reactants are BrC1=CC=C(C=C1)CC(COCC1=C(C(=O)OC)C=CC=C1)NC(=O)OC(C)(C)C (Methyl 2-((3-(4-bromophenyl)-2-((tert-butoxycarbonyl)amino)propoxy)methyl)-benzoate), [H-].[H-].[H-].[H-].[Li+].[Al+3] (LiAlH4). Solvent: CCOCC (ether). Run at temperature 0 celsius, time 30 minute. Product: C(C)(C)(C)OC(NC(CC1=CC=C(C=C1)Br)COCC1=C(C=CC=C1)CO)=O (tert-Butyl(1-(4-bromophenyl)-3-((2-(hydroxymethyl)benzyl)oxy)propan-2-yl)carbamate). The yield is 95.5%. RXN SMILES: [Br:1][C:2]1[CH:7]=[CH:6][C:5]([CH2:8][CH:9]([NH:23][C:24]([O:26][C:27]([CH3:30])([CH3:29])[CH3:28])=[O:25])[CH2:10][O:11][CH2:12][C:13]2[CH:22]=[CH:21][CH:20]=[CH:19][C:14]=2[C:15](OC)=[O:16])=[CH:4][CH:3]=1.[H-].[H-].[H-].[H-].[Li+].[Al+3]>CCOCC>[C:27]([O:26][C:24](=[O:25])[NH:23][CH:9]([CH2:10][O:11][CH2:12][C:13]1[CH:22]=[CH:21][CH:20]=[CH:19][C:14]=1[CH2:15][OH:16])[CH2:8][C:5]1[CH:6]=[CH:7][C:2]([Br:1])=[CH:3][CH:4]=1)([CH3:30])([CH3:28])[CH3:29] |f:1.2.3.4.5.6|. Procedure details: To a solution of compound 3g (5 g, 10 mmol) in dry ether (80 mL) was added slowly LiAlH4 (1M in THF, 15.7 mL, 15.7 mmol) at 0° C. The mixture was stirred at 0° C. for 30 min. Then the mixture was quenched with water (1 mL) under vigorous stirring. The precipitate was removed by filtration and the filtrate was concentrated in vacuo to give 3h as a white solid (4.3 g, 92% yield). Reactants: C1(CC1)CNCCC1=CC=C(C=C1)C1=NN(C=N1)C1=CC=C(C=C1)OC(F)(F)F (N-(cyclopropylmethyl)-2-(4-(1-(4-(trifluoromethoxy)phenyl)-1H-1,2,4-triazol-3-yl)phenyl)ethanamine), [N+](=O)([O-])C1=CC=C(C=C1)C1C(N(/C(/S1)=N/C([O-])=O)C1=C(C=CC(=C1)C)C(C)C)=O ((Z)-4-nitrophenyl(3-(2-isopropyl-5-methylphenyl)-4-oxothiazolidin-2-ylidene)carbamate). The product is C1(CC1)CN(C(=O)\N=C\1/SCC(N1C1=C(C=CC(=C1)C)C(C)C)=O)CCC1=CC=C(C=C1)C1=NN(C=N1)C1=CC=C(C=C1)OC(F)(F)F ((Z)-1-(cyclopropylmethyl)-3-(3-(2-isopropyl-5-methylphenyl)-4-oxothiazolidin-2-ylidene)-1-(4-(1-(4-(trifluoromethoxy)phenyl)-1H-1,2,4-triazol-3-yl)phenethyl)urea), oil. Yield: 60.0%. Reaction SMILES: [CH:1]1([CH2:4][NH:5][CH2:6][CH2:7][C:8]2[CH:13]=[CH:12][C:11]([C:14]3[N:18]=[CH:17][N:16]([C:19]4[CH:24]=[CH:23][C:22]([O:25][C:26]([F:29])([F:28])[F:27])=[CH:21][CH:20]=4)[N:15]=3)=[CH:10][CH:9]=2)[CH2:3][CH2:2]1.[N+](C1C=CC([CH:39]2[S:43]/[C:42](=[N:44]\[C:45](=O)[O-:46])/[N:41]([C:48]3[CH:53]=[C:52]([CH3:54])[CH:51]=[CH:50][C:49]=3[CH:55]([CH3:57])[CH3:56])[C:40]2=[O:58])=CC=1)([O-])=O>>[CH:1]1([CH2:4][N:5]([CH2:6][CH2:7][C:8]2[CH:9]=[CH:10][C:11]([C:14]3[N:18]=[CH:17][N:16]([C:19]4[CH:20]=[CH:21][C:22]([O:25][C:26]([F:27])([F:28])[F:29])=[CH:23][CH:24]=4)[N:15]=3)=[CH:12][CH:13]=2)[C:45](/[N:44]=[C:42]2\[S:43][CH2:39][C:40](=[O:58])[N:41]\2[C:48]2[CH:53]=[C:52]([CH3:54])[CH:51]=[CH:50][C:49]=2[CH:55]([CH3:56])[CH3:57])=[O:46])[CH2:3][CH2:2]1. Procedure: The title compound was prepared as described in Example 95 using N-(cyclopropylmethyl)-2-(4-(1-(4-(trifluoromethoxy)phenyl)-1H-1,2,4-triazol-3-yl)phenyl)ethanamine (CB27) and (Z)-4-nitrophenyl(3-(2-isopropyl-5-methylphenyl)-4-oxothiazolidin-2-ylidene)carbamate (CA50), purified by flash column chromatography using 0-100% ethyl acetate/B, where B=1:1 dichloromethane/hexanes, as eluent and isolated as red-orange oil (0.127 g, 60%). Starting materials: COC(=O)C=1C=C2CC(C(NC2=CC1)C1=CC(=C(C=C1)F)NC(C(C)C)=O)(C)C (methyl-2-(4-fluoro-3-isobutyramidophenyl)-3,3-dimethyl-1,2,3,4-tetrahydroquinoline-6-carboxylate), [OH-].[Na+] (sodium hydroxide). Solvent: CO.O (methanol water). Product: FC1=C(C=C(C=C1)C1NC2=CC=C(C=C2CC1(C)C)C(=O)O)NC(C(C)C)=O (2-(4-fluoro-3-isobutyramidophenyl)-3,3-dimethyl-1,2,3,4-tetrahydroquinoline-6-carboxylic acid). RXN SMILES: C[O:2][C:3]([C:5]1[CH:6]=[C:7]2[C:12](=[CH:13][CH:14]=1)[NH:11][CH:10]([C:15]1[CH:20]=[CH:19][C:18]([F:21])=[C:17]([NH:22][C:23](=[O:27])[CH:24]([CH3:26])[CH3:25])[CH:16]=1)[C:9]([CH3:29])([CH3:28])[CH2:8]2)=[O:4].[OH-].[Na+]>CO.O>[F:21][C:18]1[CH:19]=[CH:20][C:15]([CH:10]2[C:9]([CH3:28])([CH3:29])[CH2:8][C:7]3[C:12](=[CH:13][CH:14]=[C:5]([C:3]([OH:4])=[O:2])[CH:6]=3)[NH:11]2)=[CH:16][C:17]=1[NH:22][C:23](=[O:27])[CH:24]([CH3:25])[CH3:26] |f:1.2,3.4|. Procedure: A mixture of methyl-2-(4-fluoro-3-isobutyramidophenyl)-3,3-dimethyl-1,2,3,4-tetrahydroquinoline-6-carboxylate (183 mg, 0.46 mmol), sodium hydroxide (312 mg, 7.8 mmol) in methanol/water (10 mL/4 mL) was heated to reflux for 1.5 h. LC-MS indicated that the starting material was consumed completely. The solvent was removed in vacuo and the residue was acidified with 2M hydrochloric acid solution to Ph=5. The precipitated white solid was collected by filtration and dissolved in acetone, dried over a... The reactants are NC1=C2C(=NC=N1)N(N=C2I)C2CN(C2)C(=O)OC(C)(C)C (tert-butyl 3-(4-amino-3-iodo-1H-pyrazolo[3,4-d]pyrimidin-1-yl)azetidine-1-carboxylate), NC1=C2C(=NC=N1)N(N=C2C#CC2=CC(=CC(=C2)OC)OC)C2CN(CC2)C(=O)OC(C)(C)C (tert-butyl 3-(4-amino-3-((3,5-dimethoxyphenyl)ethynyl)-1H-pyrazolo[3,4-d]pyrimidin-1-yl)pyrrolidine-1-carboxylate). The product is N1CC(C1)N1N=C(C=2C1=NC=NC2N)C#CC2=CC(=CC(=C2)OC)OC (1-(azetidin-3-yl)-3-((3,5-dimethoxyphenyl)ethynyl)-1H-pyrazolo[3,4-d]pyrimidin-4-amine). RXN SMILES: NC1N=CN=C2N(C3CN(C(OC(C)(C)C)=O)C3)N=C(I)C=12.[NH2:23][C:24]1[N:29]=[CH:28][N:27]=[C:26]2[N:30]([CH:45]3[CH2:49]C[N:47](C(OC(C)(C)C)=O)[CH2:46]3)[N:31]=[C:32]([C:33]#[C:34][C:35]3[CH:40]=[C:39]([O:41][CH3:42])[CH:38]=[C:37]([O:43][CH3:44])[CH:36]=3)[C:25]=12>>[NH:47]1[CH2:46][CH:45]([N:30]2[C:26]3=[N:27][CH:28]=[N:29][C:24]([NH2:23])=[C:25]3[C:32]([C:33]#[C:34][C:35]3[CH:36]=[C:37]([O:43][CH3:44])[CH:38]=[C:39]([O:41][CH3:42])[CH:40]=3)=[N:31]2)[CH2:49]1. Procedure: In accordance with Example 1 (Step 4), except that tert-butyl 3-(4-amino-3-iodo-1H-pyrazolo[3,4-d]pyrimidin-1-yl)azetidine-1-carboxylate obtained in Step 3 above was used in place of tert-butyl 3-(4-amino-3-((3,5-dimethoxyphenyl)ethynyl)-1H-pyrazolo[3,4-d]pyrimidin-1-yl)pyrrolidine-1-carboxylate, a crude product of 1-(azetidin-3-yl)-3-((3,5-dimethoxyphenyl)ethynyl)-1H-pyrazolo[3,4-d]pyrimidin-4-amine was obtained by removing a Boc group under acidic conditions. Thereafter, amidation was conducte... Starting materials: CCOC(=O)C1(CCC=O)CCN(C(=O)OC(C)(C)C)CC1, Cc1cc(Br)ccc1N, CC(=O)OC(C)=O, ClCCCl. Yields the product CCOC(=O)C1(CCCNc2ccc(Br)cc2C)CCN(C(=O)OC(C)(C)C)CC1. As a reaction SMILES: [CH2:10]([CH3:11])[O:12][C:13](=[O:14])[C:15]1([CH2:28][CH2:29][CH:30]=[O:31])[CH2:16][CH2:17][N:18]([C:21](=[O:22])[O:23][C:24]([CH3:25])([CH3:26])[CH3:27])[CH2:19][CH2:20]1.[CH3:1][c:2]1[c:3]([NH2:4])[cH:5][cH:6][c:7]([Br:9])[cH:8]1.[CH3:32][C:33]([O:34][C:35](=[O:36])[CH3:37])=[O:38].[Cl:39][CH2:40][CH2:41][Cl:42]>>[CH3:1][c:2]1[c:3]([NH:4][CH2:30][CH2:29][CH2:28][C:15]2([C:13]([O:12][CH2:10][CH3:11])=[O:14])[CH2:16][CH2:17][N:18]([C:21](=[O:22])[O:23][C:24]([CH3:25])([CH3:26])[CH3:27])[CH2:19][CH2:20]2)[cH:5][cH:6][c:7]([Br:9])[cH:8]1.